From a dataset of the Open Reaction Database (ORD), a public repository of structured organic reaction records. describe an organic reaction: reactants, conditions, products, and yield Starting materials: C(C)(=O)O[C@@H]1C([C@@H]2CC[C@]3([C@@]4(CC[C@@]5([C@@H]([C@H]4CC[C@@H]3[C@]2(CC1)C)[C@@H](CC5)C(=C)C)C(N[C@@H]5C=C[C@@H](C5)CN5CCOCC5)=O)C)C)(C)C ((1R,3aS,5aR,5bR,7aR,9S,11aR,11bR,13aR,13bR)-5a,5b,8,8,11a-pentamethyl-3a-((1S,4R)-4-(morpholinomethyl)cyclopent-2-enylcarbamoyl)-1-(prop-1-en-2-yl)icosahydro-1H-cyclopenta[a]chrysen-9-yl acetate), C1CCOC1 (THF), [OH-].[Na+] (sodium hydroxide). Solvent: CO (MeOH). Run at time 6 hour. Yields the product O[C@@H]1C([C@@H]2CC[C@]3([C@@]4(CC[C@@]5([C@@H]([C@H]4CC[C@@H]3[C@]2(CC1)C)[C@@H](CC5)C(=C)C)C(=O)N[C@@H]5C=C[C@@H](C5)CN5CCOCC5)C)C)(C)C ((1R,3aS,5aR,5bR,7aR,9S,11aR,11bR,13aR,13bR)-9-hydroxy-5a,5b,8,8,11a-pentamethyl-N-((1S,4R)-4-(morpholinomethyl)cyclopent-2-enyl)-1-(prop-1-en-2-yl)icosahydro-1H-cyclopenta[a]chrysene-3a-carboxamide). Yield: 67.9%. Reaction SMILES: C([O:4][C@H:5]1[CH2:22][CH2:21][C@@:20]2([CH3:23])[C@@H:7]([CH2:8][CH2:9][C@:10]3([CH3:46])[C@@H:19]2[CH2:18][CH2:17][C@H:16]2[C@@:11]3([CH3:45])[CH2:12][CH2:13][C@@:14]3([C:30](=[O:44])[NH:31][C@H:32]4[CH2:36][C@@H:35]([CH2:37][N:38]5[CH2:43][CH2:42][O:41][CH2:40][CH2:39]5)[CH:34]=[CH:33]4)[CH2:26][CH2:25][C@@H:24]([C:27]([CH3:29])=[CH2:28])[C@@H:15]32)[C:6]1([CH3:48])[CH3:47])(=O)C.C1COCC1.[OH-].[Na+]>CO>[OH:4][C@H:5]1[CH2:22][CH2:21][C@@:20]2([CH3:23])[C@@H:7]([CH2:8][CH2:9][C@:10]3([CH3:46])[C@@H:19]2[CH2:18][CH2:17][C@H:16]2[C@@:11]3([CH3:45])[CH2:12][CH2:13][C@@:14]3([C:30]([NH:31][C@H:32]4[CH2:36][C@@H:35]([CH2:37][N:38]5[CH2:39][CH2:40][O:41][CH2:42][CH2:43]5)[CH:34]=[CH:33]4)=[O:44])[CH2:26][CH2:25][C@@H:24]([C:27]([CH3:29])=[CH2:28])[C@@H:15]32)[C:6]1([CH3:48])[CH3:47] |f:2.3|. Procedure details: (1R,3aS,5aR,5bR,7aR,9S,11aR,11bR,13aR,13bR)-5a,5b,8,8,11a-pentamethyl-3a-((1S,4R)-4-(morpholinomethyl)cyclopent-2-enylcarbamoyl)-1-(prop-1-en-2-yl)icosahydro-1H-cyclopenta[a]chrysen-9-yl acetate (Example 21, 0.22 g) in MeOH:THF (8:8 ml) and cooled the contents to 0° C. then sodium hydroxide (0.05 g in 4 ml water) was added and the contents were stirred for about 6 hours at room temperature then completion of the reaction was monitored by TLC. The reaction mixture was evaporated under reduced pre... Reactants: OC[C@H](CC(C)C)N ((1S)-1-(Hydroxymethyl)-3-methylbutylamine), (1S)-1-(chloromethyl)-3-methylbutanammonium chloride, ClC1=C(C=CC=C1Cl)N=C=S (2,3-Dichlorophenyl isothiocyanate), (1S)-1-(chloromethyl)-3-methylbutanammonium chloride, COC([C@@H](N)CC(C)C)=O ((L)-leucine methyl ester), OCCN (2-hydroxyethylamine). RXN SMILES: O[CH2:2][C@@H:3]([NH2:8])[CH2:4][CH:5]([CH3:7])[CH3:6].COC(=O)[C@H](CC(C)C)N.OCCN.[Cl:23][C:24]1[C:29]([Cl:30])=[CH:28][CH:27]=[CH:26][C:25]=1[N:31]=[C:32]=[S:33]>>[Cl:23][C:24]1[C:29]([Cl:30])=[CH:28][CH:27]=[CH:26][C:25]=1[N:31]=[C:32]1[NH:8][C@@H:3]([CH2:4][CH:5]([CH3:7])[CH3:6])[CH2:2][S:33]1. The product is ClC1=C(C=CC=C1Cl)N=C1SC[C@@H](N1)CC(C)C ((4S)-2-(2,3-dichlorophenylimino)-4-isobutyl-1,3-thiazolidine). Procedure: (1S)-1-(Hydroxymethyl)-3-methylbutylamine was made from (L)-leucine methyl ester as described in Method B1b. The 2-hydroxyethylamine was converted to (1S)-1-(chloromethyl)-3-methylbutanammonium chloride as described in Method B7a. 2,3-Dichlorophenyl isothiocyanate was reacted with (1S)-1-(chloromethyl)-3-methylbutanammonium chloride according to Method C1a to give (4S)-2-(2,3-dichlorophenylimino)-4-isobutyl-1,3-thiazolidine. The thiazolidine was reacted with 3-bromopentane according to Method D2...